This data is from the Open Reaction Database (ORD), a public repository of structured organic reaction records. The task is: describe an organic reaction: reactants, conditions, products, and yield The reactants are CC(C)(C)N(C([O-])=O)[C@H](CC)C(=O)NC=1C=NC(=CC1)OC1=CC(=C(C=C1)C)OC (1,1-dimethylethyl((1R)-1-{[(6-{[4-methyl-3-(methyloxy)phenyl]oxy}-3-pyridinyl)amino]carbonyl}propyl)carbamate), ClCCl (dichloromethane). Reaction conditions: time 1 hour. Product: N[C@@H](C(=O)NC=1C=NC(=CC1)OC1=CC(=C(C=C1)C)OC)CC ((2R)-2-amino-N-(6-{[4-methyl-3-(methyloxy)phenyl]oxy}-3-pyridinyl)butanamide). Yield: 91.6%. Reaction SMILES: CC([N:5]([C@@H:9]([C:12]([NH:14][C:15]1[CH:16]=[N:17][C:18]([O:21][C:22]2[CH:27]=[CH:26][C:25]([CH3:28])=[C:24]([O:29][CH3:30])[CH:23]=2)=[CH:19][CH:20]=1)=[O:13])[CH2:10][CH3:11])C(=O)[O-])(C)C.ClCCl>>[NH2:5][C@H:9]([CH2:10][CH3:11])[C:12]([NH:14][C:15]1[CH:16]=[N:17][C:18]([O:21][C:22]2[CH:27]=[CH:26][C:25]([CH3:28])=[C:24]([O:29][CH3:30])[CH:23]=2)=[CH:19][CH:20]=1)=[O:13]. Procedure details: To a solution of 1,1-dimethylethyl((1R)-1-{[(6-{[4-methyl-3-(methyloxy)phenyl]oxy}-3-pyridinyl)amino]carbonyl}propyl)carbamate (Reference Intermediate R5, 175 mg) in dry dichloromethane (DCM) (6 mL) TFA (2 mL, 26.0 mmol) was slowly added and the reaction mixture was stirred for 1 h at room temperature. The solvent and the excess of TFA were evaporated and the residue was purified by SCX cartridge (5 g) to afford the title compound as a colourless solid (122 mg). The reactants are CN(C(=O)OC(C)(C)C)c1cc(Oc2ccc(NC(=O)OC(C)(C)C)cc2)ccc1[N+](=O)[O-], CCOC(C)=O, C1CCOC1. Product: CN(C(=O)OC(C)(C)C)c1cc(Oc2ccc(NC(=O)OC(C)(C)C)cc2)ccc1N. As a reaction SMILES: [C:1]([CH3:2])([CH3:3])([CH3:4])[O:5][C:6](=[O:7])[NH:8][c:9]1[cH:10][cH:11][c:12]([O:13][c:14]2[cH:15][cH:16][c:17]([N+:29]([O-:30])=[O:31])[c:18]([N:20]([C:21]([O:22][C:23]([CH3:24])([CH3:25])[CH3:26])=[O:27])[CH3:28])[cH:19]2)[cH:32][cH:33]1.[C:34]([O:35][CH2:36][CH3:37])(=[O:38])[CH3:39].[O:40]1[CH2:41][CH2:42][CH2:43][CH2:44]1>>[C:1]([CH3:2])([CH3:3])([CH3:4])[O:5][C:6](=[O:7])[NH:8][c:9]1[cH:10][cH:11][c:12]([O:13][c:14]2[cH:15][cH:16][c:17]([NH2:29])[c:18]([N:20]([C:21]([O:22][C:23]([CH3:24])([CH3:25])[CH3:26])=[O:27])[CH3:28])[cH:19]2)[cH:32][cH:33]1. The reactants are [H-].[Na+] (Sodium hydride), COC1=C(CN[C@@H]2[C@@H](NCCC2)C2=CC=CC=C2)C=CC=C1 ((2S, 3S)-3-(2-methoxybenzylamino)-2-phenylpiperidine), ClCOCC1=CC=CC=C1 (benzyl chloromethyl ether). Solvent: O1CCCC1 (tetrahydrofuran). Run at time 8 hour. Yields the product COC1=C(CN2C3CCCN(C2)C3C3=CC=CC=C3)C=CC=C1 (6-(2-Methoxybenzyl)-8-phenyl-1,6-diazabicyclo[3.2.1]octane). As a reaction SMILES: [H-].[Na+].[CH3:3][O:4][C:5]1[CH:24]=[CH:23][CH:22]=[CH:21][C:6]=1[CH2:7][NH:8][C@H:9]1[CH2:14][CH2:13][CH2:12][NH:11][C@H:10]1[C:15]1[CH:20]=[CH:19][CH:18]=[CH:17][CH:16]=1.Cl[CH2:26]OCC1C=CC=CC=1>O1CCCC1>[CH3:3][O:4][C:5]1[CH:24]=[CH:23][CH:22]=[CH:21][C:6]=1[CH2:7][N:8]1[CH2:26][N:11]2[CH:10]([C:15]3[CH:16]=[CH:17][CH:18]=[CH:19][CH:20]=3)[CH:9]1[CH2:14][CH2:13][CH2:12]2 |f:0.1|. Procedure details: Sodium hydride (1.47 g, 36.8 mmol of a 60% dispersion in oil) was added to a round-bottomed flask fitted with an N2 inlet, condensor, stirrer and washed with hexane to remove the oil. Anhydrous tetrahydrofuran (THF), 50 mL, was added followed by 6.30 grams (18.9 mmol) of (2S, 3S)-3-(2-methoxybenzylamino)-2-phenylpiperidine in 50 mL of tetrahydrofuran. After heating to reflux for two hours, the mixture was allowed to cool to room temperature and was treated dropwise with benzyl chloromethyl ether...